This data is from the Open Reaction Database (ORD), a public repository of structured organic reaction records. The task is: describe an organic reaction: reactants, conditions, products, and yield Reagents/catalysts: [O-2].[O-2].[Mn+4] (manganese dioxide). The reactants are FC1=CC=C(C=C1)C(C=CCN1CCC(CC1)N1C(NC2=C1C=CC=C2)=O)O (1-[4-(p-fluorophenyl)-4-hydroxy-2-butenyl]-4-(2-keto-1-benzimidazolinyl)piperidine). Run in C(Cl)(Cl)Cl (chloroform). Reaction conditions: time 1.5 hour. As a reaction SMILES: FC1C=CC(C(O)C=CC[N:12]2[CH2:17][CH2:16][CH:15]([N:18]3[C:22]4[CH:23]=[CH:24][CH:25]=[CH:26][C:21]=4[NH:20][C:19]3=[O:27])[CH2:14][CH2:13]2)=CC=1>C(Cl)(Cl)Cl.[O-2].[O-2].[Mn+4]>[O:27]=[C:19]1[N:18]([CH:15]2[CH2:14][CH2:13][NH:12][CH2:17][CH2:16]2)[C:22]2[CH:23]=[CH:24][CH:25]=[CH:26][C:21]=2[NH:20]1 |f:2.3.4|. Product: O=C1NC2=C(N1C1CCNCC1)C=CC=C2 (4-(2-keto-1-benzimidazolinyl)piperidine). Reported procedure: A mixture of 1-[4-(p-fluorophenyl)-4-hydroxy-2-butenyl]-4-(2-keto-1-benzimidazolinyl)piperidine (0.56 g) in chloroform (12 ml) and manganese dioxide (4.4 g) was stirred for 1.5 hours under ice-cooling. Filtration of inorganic materials and concentration of the filtrate afforded 1-[4-fluorophenyl)-4-oxo-2-butenyl]-4-(2-keto-1-benzimidazolinyl)piperidine as pale yellow crystalline materials. M.P. 167 - 170° C. Reactants: CSc1ccc(O)cc1, O=[N+]([O-])c1ccc(Cl)c([N+](=O)[O-])c1, [Na+], [OH-], O=S1(=O)CCCC1. The product is CSc1ccc(Oc2ccc([N+](=O)[O-])cc2[N+](=O)[O-])cc1. Reaction SMILES: [CH3:1][S:2][c:3]1[cH:4][cH:5][c:6]([OH:9])[cH:7][cH:8]1.[N+:12](=[O:13])([O-:14])[c:15]1[c:16]([Cl:24])[cH:17][cH:18][c:19]([N+:21](=[O:22])[O-:23])[cH:20]1.[Na+:11].[OH-:10].[S:25]1(=[O:30])(=[O:31])[CH2:26][CH2:27][CH2:28][CH2:29]1>>[CH3:1][S:2][c:3]1[cH:4][cH:5][c:6]([O:9][c:16]2[c:15]([N+:12](=[O:13])[O-:14])[cH:20][c:19]([N+:21](=[O:22])[O-:23])[cH:18][cH:17]2)[cH:7][cH:8]1. The reactants are C1CCOC1, [H-], O=[N+]([O-])c1ncn(C(c2ccccc2)(c2ccccc2)c2ccccc2)n1, [Na+], N#Cc1cccc(OCCO)c1. Yields the product N#Cc1cccc(OCCOc2ncn(C(c3ccccc3)(c3ccccc3)c3ccccc3)n2)c1. Reaction SMILES: [CH2:42]1[O:43][CH2:44][CH2:45][CH2:46]1.[H-:40].[N+:13]([O-:14])(=[O:15])[c:16]1[n:17][n:18]([C:21]([c:22]2[cH:23][cH:24][cH:25][cH:26][cH:27]2)([c:28]2[cH:29][cH:30][cH:31][cH:32][cH:33]2)[c:34]2[cH:35][cH:36][cH:37][cH:38][cH:39]2)[cH:19][n:20]1.[Na+:41].[OH:1][CH2:2][CH2:3][O:4][c:5]1[cH:6][c:7]([C:8]#[N:9])[cH:10][cH:11][cH:12]1>>[O:1]([CH2:2][CH2:3][O:4][c:5]1[cH:6][c:7]([C:8]#[N:9])[cH:10][cH:11][cH:12]1)[c:16]1[n:17][n:18]([C:21]([c:22]2[cH:23][cH:24][cH:25][cH:26][cH:27]2)([c:28]2[cH:29][cH:30][cH:31][cH:32][cH:33]2)[c:34]2[cH:35][cH:36][cH:37][cH:38][cH:39]2)[cH:19][n:20]1. The reactants are C=1C=CN2C1C(NC1=C(C2)C=CC=C1)=O (10,11-dihydro-5-H-pyrrolo-[2,1-c][1,4]benzodiazepin-11-one), P(=O)(Cl)(Cl)Cl (phosphorus oxychloride), ice, O (water), [OH-].[NH4+] (ammonium hydroxide). Solvent: C(Cl)Cl (methylene chloride). Product: ClC1=NC2=C(CN3C1=CC=C3)C=CC=C2 (11-chloro-5H-pyrrolo[2,1-c][1,4]benzodiazepine). RXN SMILES: [CH:1]1[CH:2]=[CH:3][N:4]2[CH2:10][C:9]3[CH:11]=[CH:12][CH:13]=[CH:14][C:8]=3[NH:7][C:6](=O)[C:5]=12.P(Cl)(Cl)([Cl:18])=O.O.[OH-].[NH4+]>C(Cl)Cl>[Cl:18][C:6]1[C:5]2=[CH:1][CH:2]=[CH:3][N:4]2[CH2:10][C:9]2[CH:11]=[CH:12][CH:13]=[CH:14][C:8]=2[N:7]=1 |f:3.4|. Procedure details: A slurry of 881 g of 10,11-dihydro-5-H-pyrrolo-[2,1-c][1,4]benzodiazepin-11-one is stirred in 12 L of methylene chloride, and 819 g of 99% phosphorus oxychloride is added all at once. The mixture is stirred and refluxed for 19 hours. The reaction mixture is cooled to room temperature. A mixture of 5 L of crushed ice, 7.5 L of cold water and 1.81 kg of 28% ammonium hydroxide solution is stirred and 1.25 L portions of the reaction mixture are added over a period of 15 minutes. The reaction tempera... Product: Cc1ccc(C)c(C(=O)c2c(S(C)(=O)=O)nn(-c3c(Cl)cc(C(F)(F)F)cc3Cl)c2N)c1. As a reaction SMILES: [C:31]([O-:32])(=[O:33])[OH:34].[CH2:48]1[O:49][CH2:50][CH2:51][CH2:52]1.[NH2:1][c:2]1[c:3]([C:21](=[O:22])[c:23]2[c:24]([CH3:30])[cH:25][cH:26][c:27]([CH3:29])[cH:28]2)[c:4]([S:19][CH3:20])[n:5][n:6]1-[c:7]1[c:8]([Cl:18])[cH:9][c:10]([C:14]([F:15])([F:16])[F:17])[cH:11][c:12]1[Cl:13].[Na+:35].[OH2:47].[OH:36][O:37][C:38]([c:39]1[cH:40][c:41]([Cl:42])[cH:43][cH:44][cH:45]1)=[O:46]>>[NH2:1][c:2]1[c:3]([C:21](=[O:22])[c:23]2[c:24]([CH3:30])[cH:25][cH:26][c:27]([CH3:29])[cH:28]2)[c:4]([S:19]([CH3:20])(=[O:32])=[O:47])[n:5][n:6]1-[c:7]1[c:8]([Cl:18])[cH:9][c:10]([C:14]([F:15])([F:16])[F:17])[cH:11][c:12]1[Cl:13]. Starting materials: O=C([O-])O, C1CCOC1, CSc1nn(-c2c(Cl)cc(C(F)(F)F)cc2Cl)c(N)c1C(=O)c1cc(C)ccc1C, [Na+], O, O=C(OO)c1cccc(Cl)c1. The reactants are C(C)(C)(C)C=1C=C(N(N1)C1=CC(=C(C=C1)Cl)OCCOC1OCCCC1)N (5-tert-Butyl-2-{4-chloro-3-[2-(tetrahydro-pyran-2-yloxy)-ethoxy]-phenyl}-2H-pyrazol-3-ylamine), [OH-].[Na+] (sodium hydroxide), ClC(=O)OCC(Cl)(Cl)Cl (2,2,2-trichloroethyl chloroformate). The solvent is CCOC(=O)C (EtOAc). Run at time 1.5 hour. The product is ClC(COC(NC=1N(N=C(C1)C(C)(C)C)C1=CC(=C(C=C1)Cl)OCCOC1OCCCC1)=O)(Cl)Cl ((5-tert-Butyl-2-{4-chloro-3-[2-(tetrahydro-pyran-2-yloxy)-ethoxy]-phenyl}-2H-pyrazol-3-yl)-carbamic acid 2,2,2-trichloro-ethyl ester). The yield is 101.0%. Reaction SMILES: [C:1]([C:5]1[CH:6]=[C:7]([NH2:27])[N:8]([C:10]2[CH:15]=[CH:14][C:13]([Cl:16])=[C:12]([O:17][CH2:18][CH2:19][O:20][CH:21]3[CH2:26][CH2:25][CH2:24][CH2:23][O:22]3)[CH:11]=2)[N:9]=1)([CH3:4])([CH3:3])[CH3:2].[OH-].[Na+].Cl[C:31]([O:33][CH2:34][C:35]([Cl:38])([Cl:37])[Cl:36])=[O:32]>CCOC(C)=O>[Cl:36][C:35]([Cl:38])([Cl:37])[CH2:34][O:33][C:31](=[O:32])[NH:27][C:7]1[N:8]([C:10]2[CH:15]=[CH:14][C:13]([Cl:16])=[C:12]([O:17][CH2:18][CH2:19][O:20][CH:21]3[CH2:26][CH2:25][CH2:24][CH2:23][O:22]3)[CH:11]=2)[N:9]=[C:5]([C:1]([CH3:4])([CH3:2])[CH3:3])[CH:6]=1 |f:1.2|. Reported procedure: To a solution of Intermediate 53a (445 mg, 1.13 mmol) in EtOAc (4 mL) and 1N sodium hydroxide solution (2.40 mL, 2.40 mmol) was added 2,2,2-trichloroethyl chloroformate (165 μL, 1.20 mmol), and the mixture stirred vigorously at RT for 1.5 h. The aqueous layer was extracted with EtOAc (2×10 mL), and then the combined organics dried and concentrated in vacuo. The residue was purified by FCC, using 0-30% EtOAc in cyclohexane, to give the title compound (650 mg, 100%). LCMS (Method 3): Rt 4.90 min, ... The reactants are BrC=1C=NC=C(C(=O)O)C1 (5-bromonicotinic acid), S(=O)(Cl)Cl (thionyl chloride). Product: BrC=1C=NC=C(C(=O)Cl)C1 (5-bromonicotinoyl chloride). Reaction SMILES: [Br:1][C:2]1[CH:3]=[N:4][CH:5]=[C:6]([CH:10]=1)[C:7](O)=[O:8].S(Cl)([Cl:13])=O>>[Br:1][C:2]1[CH:3]=[N:4][CH:5]=[C:6]([CH:10]=1)[C:7]([Cl:13])=[O:8]. Procedure: To 5.00 g of 5-bromonicotinic acid, 74 ml of thionyl chloride was added and the mixture was heated at reflux for 6 hours. After the solvent was distilled off under reduced pressure, the crystal was washed with diisopropyl ether and collected by filtration to obtain 4.09 g of the objective compound as colorless crystals.